From a dataset of the Open Reaction Database (ORD), a public repository of structured organic reaction records. describe an organic reaction: reactants, conditions, products, and yield The reactants are O=C1CCC(=O)N1Br, ClC(Cl)(Cl)Cl, CCOC(=O)Cc1cn(Cc2ccccc2)c2ccc(OC)cc12. Product: CCOC(=O)Cc1c(Br)n(Cc2ccccc2)c2ccc(OC)cc12. RXN SMILES: [Br:25][N:26]1[C:27](=[O:28])[CH2:29][CH2:30][C:31]1=[O:32].[C:33]([Cl:34])([Cl:35])([Cl:36])[Cl:37].[CH2:1]([CH3:2])[O:3][C:4]([CH2:5][c:6]1[cH:7][n:8]([CH2:17][c:18]2[cH:19][cH:20][cH:21][cH:22][cH:23]2)[c:9]2[cH:10][cH:11][c:12]([O:15][CH3:16])[cH:13][c:14]12)=[O:24]>>[CH2:1]([CH3:2])[O:3][C:4]([CH2:5][c:6]1[c:7]([Br:25])[n:8]([CH2:17][c:18]2[cH:19][cH:20][cH:21][cH:22][cH:23]2)[c:9]2[cH:10][cH:11][c:12]([O:15][CH3:16])[cH:13][c:14]12)=[O:24]. Reactants: COC1=NC(=NC(=C1)OC)OC1=C(C(=O)O)C=CC=C1 (2-(4,6-dimethoxypyrimidin-2-yloxy)benzoic acid), N12CCCCCC2=NCCC1 (1,8-diazabicyclo[5.4.0]undec-7-ene), C(=O)(N1C=NC=C1)N1C=NC=C1 (1,1'-carbonyldiimidazole), Cl (hydrochloric acid), CC(C)S(=O)(=O)N (1-methylethylsulfonamide). Solvent: O1CCCC1 (tetrahydrofuran), O1CCCC1 (tetrahydrofuran). Run at time 30 minute. Yields the product CC(C)S(=O)(=O)NC(=O)C1=C(OC2=NC(=CC(=N2)OC)OC)C=CC=C1 (2-[2-(1-methylethylsulfonylaminocarbonyl)phenoxy]-4,6-dimethoxypyrimidine). The yield is 26.2%. As a reaction SMILES: C(N1C=CN=C1)(N1C=CN=C1)=O.[CH3:13][O:14][C:15]1[CH:20]=[C:19]([O:21][CH3:22])[N:18]=[C:17]([O:23][C:24]2[CH:32]=[CH:31][CH:30]=[CH:29][C:25]=2[C:26]([OH:28])=O)[N:16]=1.[CH3:33][CH:34]([S:36]([NH2:39])(=[O:38])=[O:37])[CH3:35].N12CCCN=C1CCCCC2.Cl>O1CCCC1>[CH3:33][CH:34]([S:36]([NH:39][C:26]([C:25]1[CH:29]=[CH:30][CH:31]=[CH:32][C:24]=1[O:23][C:17]1[N:18]=[C:19]([O:21][CH3:22])[CH:20]=[C:15]([O:14][CH3:13])[N:16]=1)=[O:28])(=[O:38])=[O:37])[CH3:35]. Procedure details: To a stirred suspension of 0.33 gram (0.002 mole) of 1,1'-carbonyldiimidazole in 2 mL of tetrahydrofuran was added dropwise a solution of 0.55 gram (0.002 mole) of 2-(4,6-dimethoxypyrimidin-2-yloxy)benzoic acid in 3 mL of tetrahydrofuran. Upon completion of addition, the reaction mixture was stirred at ambient temperature for 30 minutes, and then it was heated to reflux where it was stirred for an additional 30 minutes. After this time the reaction mixture was cooled, and 0.25 gram (0.002 mole) ... Reactants: C(CCC)N(CCCC)CCCC (tri-n-butylamine), CO (methyl alcohol), O (water), CC1=CC=C(CCl)C=C1 (p-methylbenzyl chloride). The solvent is C1(=CC=CC=C1)C (toluene). Conditions: temperature 65 celsius, time 1 hour. The product is [Cl-].C(CCC)[N+](CC1=CC=C(C=C1)C)(CCCC)CCCC (tri-n-butyl-p-methylbenzylammonium chloride). RXN SMILES: [CH2:1]([N:5]([CH2:10][CH2:11][CH2:12][CH3:13])[CH2:6][CH2:7][CH2:8][CH3:9])[CH2:2][CH2:3][CH3:4].CO.[CH3:16][C:17]1[CH:24]=[CH:23][C:20]([CH2:21][Cl:22])=[CH:19][CH:18]=1.O>C1(C)C=CC=CC=1>[Cl-:22].[CH2:10]([N+:5]([CH2:1][CH2:2][CH2:3][CH3:4])([CH2:6][CH2:7][CH2:8][CH3:9])[CH2:21][C:20]1[CH:23]=[CH:24][C:17]([CH3:16])=[CH:18][CH:19]=1)[CH2:11][CH2:12][CH3:13] |f:5.6|. Procedure: Into a 3 l round bottom flask, 176.5 g of tri-n-butylamine and 200 ml of methyl alcohol were charged and heated to 65° C. with stirring. Then, 134.1 g of p-methylbenzyl chloride was added thereto over a period of one hour. Then, this solution was stirred at 65° C. for 10 hours. The heating was stopped, and the solution was cooled to 30° C. Then, 1113 ml of water and 82.4 g of toluene were added thereto, and the mixture was stirred at 30° C. for 30 minutes. Then, the toluene layer was removed to ... The reactants are O=C(n1ccnc1)n1ccnc1, C1CCC2=NCCCN2CC1, COc1cc(Cl)ccc1C(=O)O, ClCCl, NS(=O)(=O)C=Cc1ccccc1. Product: COc1cc(Cl)ccc1C(=O)NS(=O)(=O)C=Cc1ccccc1. As a reaction SMILES: [C:13]([n:14]1[cH:15][cH:16][n:17][cH:18]1)([n:19]1[cH:20][cH:21][n:22][cH:23]1)=[O:24].[CH2:37]1[CH2:38][CH2:39][C:40]2=[N:45][CH2:44][CH2:43][CH2:42][N:41]2[CH2:46][CH2:47]1.[Cl:1][c:2]1[cH:3][c:4]([O:11][CH3:12])[c:5]([C:6](=[O:7])[OH:8])[cH:9][cH:10]1.[Cl:48][CH2:49][Cl:50].[c:25]1([CH:31]=[CH:32][S:33](=[O:34])(=[O:35])[NH2:36])[cH:26][cH:27][cH:28][cH:29][cH:30]1>>[Cl:1][c:2]1[cH:3][c:4]([O:11][CH3:12])[c:5]([C:6](=[O:8])[NH:36][S:33]([CH:32]=[CH:31][c:25]2[cH:26][cH:27][cH:28][cH:29][cH:30]2)(=[O:34])=[O:35])[cH:9][cH:10]1.